This data is from the Open Reaction Database (ORD), a public repository of structured organic reaction records. The task is: describe an organic reaction: reactants, conditions, products, and yield Reactants: COC([C@@H]([C@@H](C(=O)OC)C([C@@H](C(C)C)C1=CC=C(C=C1)Cl)=O)O)=O (2(R)-hydroxy-3(R)-[2(S)-(4-chlorophenyl)-3-methylbutanoyl]-butanedioic acid dimethyl ester), COCCOC (1,2-dimethoxyethane), Cl (HCl). The solvent is O (water). Run at temperature 70 celsius, time 1 hour. Product: O[C@@H](C(=O)O)[C@@H](C(=O)O)C([C@@H](C(C)C)C1=CC=C(C=C1)Cl)=O (2(R)-hydroxy-3(R)-[2(S)-(4-chlorophenyl)-3-methylbutanoyl]-butandioic acid). Reaction SMILES: C[O:2][C:3](=[O:24])[C@H:4]([OH:23])[C@H:5]([C:10](=[O:22])[C@H:11]([C:15]1[CH:20]=[CH:19][C:18]([Cl:21])=[CH:17][CH:16]=1)[CH:12]([CH3:14])[CH3:13])[C:6]([O:8]C)=[O:7].COCCOC.Cl>O>[OH:23][C@H:4]([C@H:5]([C:10](=[O:22])[C@H:11]([C:15]1[CH:16]=[CH:17][C:18]([Cl:21])=[CH:19][CH:20]=1)[CH:12]([CH3:14])[CH3:13])[C:6]([OH:8])=[O:7])[C:3]([OH:24])=[O:2]. Reported procedure: A mixture of 2(R)-hydroxy-3(R)-[2(S)-(4-chlorophenyl)-3-methylbutanoyl]-butanedioic acid dimethyl ester (diastereoisomer K) (1 g, 2.6 mmol), 1,2-dimethoxyethane (18.3 ml) and of conc HCl (18.3 ml) was heated, under stirring, at 70° C. for 1 hour. The reaction mixture was cooled at room temperature, poured into water (50 ml) and extracted with dichloromethane (2×50 ml). The organic phase was extracted with a 10% aqueous solution of sodium bicarbonate (4×50 ml). The aqueous phase was acidified wit... Starting materials: BrC1=NC=CC(=C1)Br (2,4-dibromopyridine), C1(=CC=CC=C1)B(O)O (phenylboronic acid), C([O-])([O-])=O.[K+].[K+] (potassium carbonate). The solvent is C(OC)COC (dimethoxyethane), O (water). Yields the product C1(=CC=CC=C1)C1=NC=CC(=C1)Br (2-phenyl-4-bromopyridine). Yield: 43.3%. RXN SMILES: Br[C:2]1[CH:7]=[C:6]([Br:8])[CH:5]=[CH:4][N:3]=1.[C:9]1(B(O)O)[CH:14]=[CH:13][CH:12]=[CH:11][CH:10]=1.C(=O)([O-])[O-].[K+].[K+]>C(COC)OC.O>[C:9]1([C:2]2[CH:7]=[C:6]([Br:8])[CH:5]=[CH:4][N:3]=2)[CH:14]=[CH:13][CH:12]=[CH:11][CH:10]=1 |f:2.3.4|. Procedure details: A mixture was prepared of 2,4-dibromopyridine (10 g, 42.21 mmol), phenylboronic acid (5.1 g, 42.21 mmol), and potassium carbonate (11.7 g, 84.42 mmol) in 100 mL dimethoxyethane and 40 mL of water. Nitrogen was bubbled directly into the mixture for 30 minutes. Next, tetrakis(triphenylphosphine)palladium(0) was added (244 mg, 2.11 mmol) and the mixture was heated to reflux under nitrogen overnight. The mixture was cooled and diluted with ethyl acetate and water. The layers were separated and the a... Reactants: ( R ), C(C)(=O)C1=CC=C(OC(C(=O)OCC)C)C=C1 (Ethyl 2-(4-acetylphenoxy)propanoate), OO (Hydrogen peroxide). Run in C(C)(=O)O (acetic acid). Conditions: temperature 52.5 celsius. Product: C(C)(=O)OC1=CC=C(OC(C(=O)OCC)C)C=C1 (ethyl 2-(4-acetoxyphenoxy)propanoate). Yield: 178.2%. RXN SMILES: C([C:4]1[CH:17]=[CH:16][C:7]([O:8][CH:9]([CH3:15])[C:10]([O:12][CH2:13][CH3:14])=[O:11])=[CH:6][CH:5]=1)(=O)C.OO>C(O)(=O)C>[C:10]([O:12][C:4]1[CH:5]=[CH:6][C:7]([O:8][CH:9]([CH3:15])[C:10]([O:12][CH2:13][CH3:14])=[O:11])=[CH:16][CH:17]=1)(=[O:11])[CH3:9]. Procedure details: Ethyl 2-(4-acetylphenoxy)propanoate (5.01 g, 21.0 mmol) is dissolved in acetic acid (10 mL) and Amberlyst-15(R) (0.24 g) added. Hydrogen peroxide (70%), 1.58 g, 33.0 mmol) is then charged dropwise over 30 minutes to the reaction. The reaction is refluxed for 8 hours at 45-60° C. and 57-60 mm HgA whereupon the reaction is analyzed by GLC. The reaction is cooled to room temperature and concentrated under reduced pressure to give ethyl 2-(4-acetoxyphenoxy)propanoate (4.72 g) (yield 88.3%). As a reaction SMILES: [Cl:1][C:2]1[CH:3]=[C:4](C2C=C(C(OCC)=O)OC=2C2C=CC=C(C#N)C=2)[CH:5]=[C:6]([F:8])[CH:7]=1.Br[C:28]1[CH:29]=[C:30]([C:41]([O:43][CH2:44][CH3:45])=[O:42])[O:31][C:32]=1[C:33]1[CH:38]=[CH:37][C:36]([F:39])=[C:35]([Cl:40])[CH:34]=1>>[Cl:40][C:35]1[CH:34]=[C:33]([C:32]2[O:31][C:30]([C:41]([O:43][CH2:44][CH3:45])=[O:42])=[CH:29][C:28]=2[C:4]2[CH:5]=[C:6]([F:8])[CH:7]=[C:2]([Cl:1])[CH:3]=2)[CH:38]=[CH:37][C:36]=1[F:39]. Product: ClC=1C=C(C=CC1F)C1=C(C=C(O1)C(=O)OCC)C1=CC(=CC(=C1)F)Cl (Ethyl 5-(3-chloro-4-fluorophenyl)-4-(3-chloro-5-fluorophenyl)furan-2-carboxylate). Reactants: ClC=1C=C(C=C(C1)F)C=1C=C(OC1C1=CC(=CC=C1)C#N)C(=O)OCC (Ethyl 4-(3-chloro-5-fluorophenyl)-5-(3-cyanophenyl)furan-2-carboxylate), BrC=1C=C(OC1C1=CC(=C(C=C1)F)Cl)C(=O)OCC (Ethyl 4-bromo-5-(3-chloro-4-fluorophenyl)furan-2-carboxylate). Procedure: The preparation of the title compound takes place in analogy to the synthesis of the compound from Example 11A starting with the compound from Example 6A. Purification is carried out using the mobile phase: cyclohexane/ethyl acetate (50:1). 1.07 g (63% of theory) of the title compound with a purity of 81% are obtained. Starting materials: [Li+].C[Si](C)(C)[N-][Si](C)(C)C (LiHMDS), ClC=1C=C2C=C(NC2=CC1)C=O (5-Chloro-1H-indole-2-carbaldehyde), [Cl-].[NH4+] (ammonium chloride), [Br-].C(CCCC)[P+](C1=CC=CC=C1)(C1=CC=CC=C1)C1=CC=CC=C1 (Pentyl-triphenyl-phosphonium bromide). The solvent is C1CCOC1 (THF), C1CCOC1 (THF), C(C)(=O)OCC (ethyl acetate), C1CCOC1 (THF). Conditions: time 30 minute. Product: ClC=1C=C2C=C(NC2=CC1)C=CCCCC (5-Chloro-2-hex-1-enyl-1H-indole). Reaction SMILES: [Br-].[CH2:2]([P+](C1C=CC=CC=1)(C1C=CC=CC=1)C1C=CC=CC=1)[CH2:3][CH2:4][CH2:5][CH3:6].[Li+].C[Si]([N-][Si](C)(C)C)(C)C.[Cl:36][C:37]1[CH:38]=[C:39]2[C:43](=[CH:44][CH:45]=1)[NH:42][C:41]([CH:46]=O)=[CH:40]2.[Cl-].[NH4+]>C1COCC1.C(OCC)(=O)C>[Cl:36][C:37]1[CH:38]=[C:39]2[C:43](=[CH:44][CH:45]=1)[NH:42][C:41]([CH:46]=[CH:2][CH2:3][CH2:4][CH2:5][CH3:6])=[CH:40]2 |f:0.1,2.3,5.6|. Procedure details: To the cold suspension of Pentyl-triphenyl-phosphonium bromide in THF was added LiHMDS in THF and the mixture was stirred for 30 minutes. A solution of 5-Chloro-1H-indole-2-carbaldehyde in THF was added to the reaction mixture and stirred for 3 hours. The reaction mixture was treated with saturated ammonium chloride and ethyl acetate. The product was purified by column chromatography. The reactants are COC(=O)c1ccc(C(C)NC(=O)c2cc(Cl)cnc2Oc2cccc(F)c2)cc1, Cl, [Na+], C1CCOC1, [OH-]. Product: CC(NC(=O)c1cc(Cl)cnc1Oc1cccc(F)c1)c1ccc(C(=O)O)cc1. Reaction SMILES: [Cl:1][c:2]1[cH:3][c:4]([C:16](=[O:17])[NH:18][CH:19]([CH3:20])[c:21]2[cH:22][cH:23][c:24]([C:25](=[O:26])[O:27][CH3:28])[cH:29][cH:30]2)[c:5]([O:8][c:9]2[cH:10][c:11]([F:15])[cH:12][cH:13][cH:14]2)[n:6][cH:7]1.[ClH:33].[Na+:32].[O:34]1[CH2:35][CH2:36][CH2:37][CH2:38]1.[OH-:31]>>[Cl:1][c:2]1[cH:3][c:4]([C:16](=[O:17])[NH:18][CH:19]([CH3:20])[c:21]2[cH:22][cH:23][c:24]([C:25](=[O:26])[OH:27])[cH:29][cH:30]2)[c:5]([O:8][c:9]2[cH:10][c:11]([F:15])[cH:12][cH:13][cH:14]2)[n:6][cH:7]1. The reactants are C(CCCCCC)OC=1C=C(C=CC1)C#C[Si](C)(C)C (((3-(heptyloxy)phenyl)ethynyl)trimethyl silane), [F-].[K+] (potassium fluoride). The product is C(#C)C1=CC(=CC=C1)OCCCCCC (1-ethynyl-3-(hexyloxy)benzene). As a reaction SMILES: [CH2:1]([O:8][C:9]1[CH:10]=[C:11]([C:15]#[C:16][Si](C)(C)C)[CH:12]=[CH:13][CH:14]=1)[CH2:2][CH2:3][CH2:4][CH2:5][CH2:6]C.[F-].[K+]>>[C:15]([C:11]1[CH:12]=[CH:13][CH:14]=[C:9]([O:8][CH2:1][CH2:2][CH2:3][CH2:4][CH2:5][CH3:6])[CH:10]=1)#[CH:16] |f:1.2|. Procedure details: According to the method of Example S117b, ((3-(heptyloxy)phenyl)ethynyl)trimethyl silane (575 mg, 2.1 mmol) was reacted with potassium fluoride (429 mg, 7.4 mmol) to give the title compound as a clear oil following silica gel purification (hexane) (390 mg, 93%). 1H NMR (400 MHz, CDCl3) 1H NMR (400 MHz, CDCl3) δ 7.22 (t, 1H, J=7.6 Hz), 7.08 (d, 1H, J=7.2 Hz), 7.02 (s, 1H), 6.90 (d, 1H, J=7.0 Hz), 3.95 (t, 2H, J=6.4 Hz), 3.06 (s, 1H) 1.80-1.75 (m, 2H), 1.48-1.30 (m, 6H), 0.92 (t, 3H, J=6.8 Hz). Reactants: CCOC(=O)C1CCCN1[N+]([O-])=NOCCCCC(=O)OC(C)(C)C, ClCCl, O=C(O)C(F)(F)F. Yields the product CCOC(=O)C1CCCN1[N+]([O-])=NOCCCCC(=O)O. Reaction SMILES: [C:1]([CH3:2])([CH3:3])([CH3:4])[O:5][C:6]([CH2:7][CH2:8][CH2:9][CH2:10][O:11][N:12]=[N+:13]([O-:14])[N:15]1[CH:16]([C:17](=[O:18])[O:19][CH2:20][CH3:21])[CH2:22][CH2:23][CH2:24]1)=[O:25].[Cl:33][CH2:34][Cl:35].[OH:26][C:27]([C:28]([F:29])([F:30])[F:31])=[O:32]>>[O:5]=[C:6]([CH2:7][CH2:8][CH2:9][CH2:10][O:11][N:12]=[N+:13]([O-:14])[N:15]1[CH:16]([C:17](=[O:18])[O:19][CH2:20][CH3:21])[CH2:22][CH2:23][CH2:24]1)[OH:25]. Starting materials: C1CCOC1, CCN, CC#N, O=C(O)c1cc(S(=O)(=O)Cl)ccc1F, Cl, [Na+], [OH-]. Yields the product CCNS(=O)(=O)c1ccc(F)c(C(=O)O)c1. Reaction SMILES: [CH2:21]1[O:22][CH2:23][CH2:24][CH2:25]1.[CH3:17][CH2:18][NH2:19].[CH3:26][C:27]#[N:28].[Cl:1][S:2](=[O:3])(=[O:4])[c:5]1[cH:6][cH:7][c:8]([F:14])[c:9]([C:10](=[O:11])[OH:12])[cH:13]1.[ClH:20].[Na+:16].[OH-:15]>>[S:2](=[O:3])(=[O:4])([c:5]1[cH:6][cH:7][c:8]([F:14])[c:9]([C:10](=[O:11])[OH:12])[cH:13]1)[NH:19][CH2:18][CH3:17].